From a dataset of the Open Reaction Database (ORD), a public repository of structured organic reaction records. describe an organic reaction: reactants, conditions, products, and yield Product: CCCCC(C)CC(=O)O. Reaction SMILES: [CH3:10][C:11]([CH3:12])=[O:13].[CH3:19][OH:20].[CH3:1][CH:2]([CH2:3][CH2:4][OH:5])[CH2:6][CH2:7][CH2:8][CH3:9].[CH:14]([OH:15])([CH3:16])[CH3:17].[OH2:18]>>[CH3:1][CH:2]([CH2:3][C:4](=[O:5])[OH:13])[CH2:6][CH2:7][CH2:8][CH3:9]. Starting materials: CC(C)=O, CO, CCCCC(C)CCO, CC(C)O, O. The reactants are CCO, Cl, Nc1ccccc1CCl, Sc1nc2c([nH]1)CCCC2. Product: Nc1ccccc1CSc1nc2c([nH]1)CCCC2. Reaction SMILES: [CH3:21][CH2:22][OH:23].[ClH:11].[NH2:12][c:13]1[c:14]([CH2:15][Cl:16])[cH:17][cH:18][cH:19][cH:20]1.[SH:1][c:2]1[n:3][c:4]2[c:5]([nH:6]1)[CH2:7][CH2:8][CH2:9][CH2:10]2>>[S:1]([c:2]1[n:3][c:4]2[c:5]([nH:6]1)[CH2:7][CH2:8][CH2:9][CH2:10]2)[CH2:15][c:14]1[c:13]([NH2:12])[cH:20][cH:19][cH:18][cH:17]1.